This data is from the Open Reaction Database (ORD), a public repository of structured organic reaction records. The task is: describe an organic reaction: reactants, conditions, products, and yield Starting materials: C1(=CC=C(C=C1)S(=O)(=O)C[N+]#[C-])C (p-toluenesulfonylmethyl isocyanide), C(C1=CC=CC=C1)N1N=C(C(=C1)C=O)OCC1=CC=CC=C1 (1-benzyl-3-benzyloxy-1H-pyrazole-4-carbaldehyde), C(C)(C)(C)O[K] (t-butoxy potassium), [Cl-].[NH4+] (ammonium chloride). The solvent is CO (methanol), C(OC)COC (dimethoxyethane), C(OC)COC (dimethoxyethane), C(OC)COC (dimethoxyethane). Reaction conditions: time 5 minute. Product: C(C1=CC=CC=C1)N1N=C(C(=C1)CC#N)OCC1=CC=CC=C1 (1-benzyl-3-benzyloxy-1H-pyrazol-4-ylacetonitrile). Isolated yield 86.5%. RXN SMILES: C(O[K])(C)(C)C.C1(C)C=CC(S([CH2:16][N+:17]#[C-])(=O)=O)=CC=1.[CH2:20]([N:27]1[CH:31]=[C:30]([CH:32]=O)[C:29]([O:34][CH2:35][C:36]2[CH:41]=[CH:40][CH:39]=[CH:38][CH:37]=2)=[N:28]1)[C:21]1[CH:26]=[CH:25][CH:24]=[CH:23][CH:22]=1.[Cl-].[NH4+]>C(COC)OC.CO>[CH2:20]([N:27]1[CH:31]=[C:30]([CH2:32][C:16]#[N:17])[C:29]([O:34][CH2:35][C:36]2[CH:41]=[CH:40][CH:39]=[CH:38][CH:37]=2)=[N:28]1)[C:21]1[CH:26]=[CH:25][CH:24]=[CH:23][CH:22]=1 |f:3.4|. Procedure details: To a mixture of t-butoxy potassium (11.2 g) and dimethoxyethane (50 ml) was added a solution of p-toluenesulfonylmethyl isocyanide (10.3 g) in dimethoxyethane (50 ml) at −78° C. and the mixture was stirred for 5 min. Then a solution of 1-benzyl-3-benzyloxy-1H-pyrazole-4-carbaldehyde (14.6 g) in dimethoxyethane (50 ml) was added. After stirring at said temperature for 1 hr, the mixture was stirred for 1 hr. while raising the temperature to room temperature. To the obtained mixture was added metha... Reactants: ClC1=NC(=C2N=CN(C2=N1)C1CCCC1)Cl (2,6-dichloro-9-cyclopentylpurine), CC=1C=C(CN)C=CC1 (3-methylbenzylamine). The solvent is C(C)N(CC)CC (triethylamine). Product: ClC1=NC(=C2N=CN(C2=N1)C1CCCC1)NCC1=CC(=CC=C1)C (2-Chloro-6-[(3-methylbenzyl)amino]-9-cyclopentylpurine). Reaction SMILES: [Cl:1][C:2]1[N:10]=[C:9]2[C:5]([N:6]=[CH:7][N:8]2[CH:11]2[CH2:15][CH2:14][CH2:13][CH2:12]2)=[C:4](Cl)[N:3]=1.[CH3:17][C:18]1[CH:19]=[C:20]([CH:23]=[CH:24][CH:25]=1)[CH2:21][NH2:22]>C(N(CC)CC)C>[Cl:1][C:2]1[N:10]=[C:9]2[C:5]([N:6]=[CH:7][N:8]2[CH:11]2[CH2:15][CH2:14][CH2:13][CH2:12]2)=[C:4]([NH:22][CH2:21][C:20]2[CH:23]=[CH:24][CH:25]=[C:18]([CH3:17])[CH:19]=2)[N:3]=1. Procedure: 2-Chloro-6-[(3-methylbenzyl)amino]-9-cyclopentylpurine is prepared from 2,6-dichloro-9-cyclopentylpurine, 3-methylbenzylamine, and triethylamine essentially as described above in Example 1, Scheme A, step b. The reactants are C(C)(C)(C)P(C(C)(C)C)C(C)(C)C (Tri-tert-butylphosphine), FC1=NC(=CC=C1N\C=C\1/C(NC(C2=CC=C(C=C12)I)=O)=O)N1CCN(CC1)C ((4Z)-4-({[2-fluoro-6-(4-methylpiperazin-1-yl)pyridin-3-yl]amino}methylene)-6-iodoisoquinoline-1,3(2H,4H)-dione), O1C=C(C=C1)B(O)O (3-furanboronic acid), C([O-])([O-])=O.[Cs+].[Cs+] (cesium carbonate). Reagents/catalysts: C=1C=CC(=CC1)/C=C/C(=O)/C=C/C2=CC=CC=C2.C=1C=CC(=CC1)/C=C/C(=O)/C=C/C2=CC=CC=C2.C=1C=CC(=CC1)/C=C/C(=O)/C=C/C2=CC=CC=C2.[Pd].[Pd] (tris(dibenzylideneacetone)dipalladium(0)). Run in CN(C=O)C (N,N-dimethylformamide), C(Cl)(Cl)Cl (chloroform). Run at temperature 120 celsius, time 1 hour. Product: FC1=NC(=CC=C1N\C=C\1/C(NC(C2=CC=C(C=C12)C1=COC=C1)=O)=O)N1CCN(CC1)C ((4Z)-4-({[2-fluoro-6-(4-methylpiperazin-1-yl)pyridin-3-yl]amino}methylene)-6-(3-furyl)isoquinoline-1,3(2H,4H)-dione). As a reaction SMILES: [F:1][C:2]1[C:7]([NH:8]/[CH:9]=[C:10]2\[C:11](=[O:22])[NH:12][C:13](=[O:21])[C:14]3[C:19]\2=[CH:18][C:17](I)=[CH:16][CH:15]=3)=[CH:6][CH:5]=[C:4]([N:23]2[CH2:28][CH2:27][N:26]([CH3:29])[CH2:25][CH2:24]2)[N:3]=1.[O:30]1[CH:34]=[CH:33][C:32](B(O)O)=[CH:31]1.C(=O)([O-])[O-].[Cs+].[Cs+].C(P(C(C)(C)C)C(C)(C)C)(C)(C)C>CN(C)C=O.C(Cl)(Cl)Cl.C1C=CC(/C=C/C(/C=C/C2C=CC=CC=2)=O)=CC=1.C1C=CC(/C=C/C(/C=C/C2C=CC=CC=2)=O)=CC=1.C1C=CC(/C=C/C(/C=C/C2C=CC=CC=2)=O)=CC=1.[Pd].[Pd]>[F:1][C:2]1[C:7]([NH:8]/[CH:9]=[C:10]2\[C:11](=[O:22])[NH:12][C:13](=[O:21])[C:14]3[C:19]\2=[CH:18][C:17]([C:32]2[CH:33]=[CH:34][O:30][CH:31]=2)=[CH:16][CH:15]=3)=[CH:6][CH:5]=[C:4]([N:23]2[CH2:28][CH2:27][N:26]([CH3:29])[CH2:25][CH2:24]2)[N:3]=1 |f:2.3.4,8.9.10.11.12|. Reported procedure: A suspension of (4Z)-4-({[2-fluoro-6-(4-methylpiperazin-1-yl)pyridin-3-yl]amino}methylene)-6-iodoisoquinoline-1,3(2H,4H)-dione (0.10 g, 0.20 mmol), 3-furanboronic acid (55 mg, 0.50 mmol), tris(dibenzylideneacetone)dipalladium(0) (27 mg, 0.03 mmol) and cesium carbonate (0.13 g) in N,N-dimethylformamide (2 mL) is heated in a 120° C. oil bath for 10 minutes. Tri-tert-butylphosphine (20 mg/mL solution in N,N-dimethylformamide, 0.50 mL, 10 mg, 0.05 mmol) is added, and the mixture continued to stir in... Starting materials: CO, CCOC(C)=O, COC(=O)c1ccc(Oc2c(-c3ccc(OCc4ccccc4)cc3)c(C(F)(F)F)cc3ccccc23)cc1. Yields the product COC(=O)c1ccc(Oc2c(-c3ccc(O)cc3)c(C(F)(F)F)cc3ccccc23)cc1. RXN SMILES: [CH3:40][OH:41].[CH3:42][CH2:43][O:44][C:45]([CH3:46])=[O:47].[c:1]1([CH2:2][O:8][c:9]2[cH:10][cH:11][c:12](-[c:15]3[c:16]([O:29][c:30]4[cH:31][cH:32][c:33]([C:34](=[O:35])[O:36][CH3:37])[cH:38][cH:39]4)[c:17]4[cH:18][cH:19][cH:20][cH:21][c:22]4[cH:23][c:24]3[C:25]([F:26])([F:27])[F:28])[cH:13][cH:14]2)[cH:3][cH:4][cH:5][cH:6][cH:7]1>>[OH:8][c:9]1[cH:10][cH:11][c:12](-[c:15]2[c:16]([O:29][c:30]3[cH:31][cH:32][c:33]([C:34](=[O:35])[O:36][CH3:37])[cH:38][cH:39]3)[c:17]3[cH:18][cH:19][cH:20][cH:21][c:22]3[cH:23][c:24]2[C:25]([F:26])([F:27])[F:28])[cH:13][cH:14]1. Yield: 83.3%. The solvent is CN(C=O)C (dimethylformamide). Starting materials: C1(=CC=CC=C1)C1=CC=C(C=C1)O (4-phenylphenol), C(Br)C1CO1 (epibromohydrin), [H-].[Na+] (sodium hydride). Product: C1(=CC=CC=C1)C1=CC=C(OCC2OC2)C=C1 (4-Phenylphenoxymethyloxirane). Reaction SMILES: [C:1]1([C:7]2[CH:12]=[CH:11][C:10]([OH:13])=[CH:9][CH:8]=2)[CH:6]=[CH:5][CH:4]=[CH:3][CH:2]=1.[CH2:14]([CH:16]1[O:18][CH2:17]1)Br.[H-].[Na+]>CN(C)C=O>[C:1]1([C:7]2[CH:8]=[CH:9][C:10]([O:13][CH2:14][CH:16]3[CH2:17][O:18]3)=[CH:11][CH:12]=2)[CH:2]=[CH:3][CH:4]=[CH:5][CH:6]=1 |f:2.3|. Reported procedure: A procedure similar to that described in preparation 46 was repeated, except that 4.00 g of 4-phenylphenol, 3.97 g of epibromohydrin, 1.27 g of sodium hydride (as a 55% by weight dispersion in mineral oil) and 80 ml of anhydrous dimethylformamide were used, to give 4.43 g of the title compound, melting at 80.2° to 82.9° C. The reactants are CC(C)(C)OC(=O)N1CCCC(NC(=O)c2cn(-c3cccc(F)c3)cc2NC(N)=O)C1, NC1CC1. Yields the product CC(C)(C)OC(=O)N1CCCC(NC(=O)c2cn(-c3cccc(F)c3)cc2NC(=O)NC2CC2)C1. Reaction SMILES: [C:1]([CH3:2])([CH3:3])([CH3:4])[O:5][C:6](=[O:7])[N:8]1[CH2:9][CH:10]([NH:14][C:15](=[O:16])[c:17]2[cH:18][n:19](-[c:26]3[cH:27][c:28]([F:32])[cH:29][cH:30][cH:31]3)[cH:20][c:21]2[NH:22][C:23](=[O:24])[NH2:25])[CH2:11][CH2:12][CH2:13]1.[CH:33]1([NH2:36])[CH2:34][CH2:35]1>>[C:1]([CH3:2])([CH3:3])([CH3:4])[O:5][C:6](=[O:7])[N:8]1[CH2:9][CH:10]([NH:14][C:15](=[O:16])[c:17]2[cH:18][n:19](-[c:26]3[cH:27][c:28]([F:32])[cH:29][cH:30][cH:31]3)[cH:20][c:21]2[NH:22][C:23](=[O:24])[NH:25][CH:33]2[CH2:34][CH2:35]2)[CH2:11][CH2:12][CH2:13]1. Procedure details: In 2 mL of ethyl acetate is dissolved 0.59 g of 2-{[3-(2-benzo[b]thiophen-5-ylethoxy)propyl]-(methyl)amino]-1-ethanol, to which is added 2 ml of a solution of 0.18 g of oxalic acid in ethyl acetate. The resulting mixture is stirred at ambient temperature for 2 hours. The reaction mixture is diluted with 5 mL of diisopropyl ether. The deposited crystal is collected by filtration, washed with ethyl acetate and dried to obtain 0.59 g of 2-{[3-(2-benzo[b]thiophen-5-ylethoxy)propyl]-(methyl)amino}-1-... The yield is 77.0%. Solvent: C(C)(=O)OCC (ethyl acetate), C(C)(=O)OCC (ethyl acetate), C(C)(C)OC(C)C (diisopropyl ether). Starting materials: solution, C(C(=O)O)(=O)O (oxalic acid), S1C2=C(C=C1)C=C(C=C2)CCOCCCN(CCO)C (2-{[3-(2-benzo[b]thiophen-5-ylethoxy)propyl]-(methyl)amino]-1-ethanol). The product is C(C(=O)O)(=O)O.S1C2=C(C=C1)C=C(C=C2)CCOCCCN(CCO)C (2-{[3-(2-benzo[b]thiophen-5-ylethoxy)propyl]-(methyl)amino}-1-ethanol oxalate). As a reaction SMILES: [S:1]1[CH:5]=[CH:4][C:3]2[CH:6]=[C:7]([CH2:10][CH2:11][O:12][CH2:13][CH2:14][CH2:15][N:16]([CH3:20])[CH2:17][CH2:18][OH:19])[CH:8]=[CH:9][C:2]1=2.[C:21]([OH:26])(=[O:25])[C:22]([OH:24])=[O:23]>C(OCC)(=O)C.C(OC(C)C)(C)C>[C:21]([OH:26])(=[O:25])[C:22]([OH:24])=[O:23].[S:1]1[CH:5]=[CH:4][C:3]2[CH:6]=[C:7]([CH2:10][CH2:11][O:12][CH2:13][CH2:14][CH2:15][N:16]([CH3:20])[CH2:17][CH2:18][OH:19])[CH:8]=[CH:9][C:2]1=2 |f:4.5|. Conditions: time 2 hour.